This data is from the Open Reaction Database (ORD), a public repository of structured organic reaction records. The task is: describe an organic reaction: reactants, conditions, products, and yield Starting materials: C(C)N1C(=O)N=C(N)C(=C1)C (1-ethyl-5-methylcytosine), C(C)(=O)NC1=CC=C(S(=O)(=O)Cl)C=C1 (N-acetylsulfanilyl chloride), C(C)(=O)NC1=CC=C(S(=O)(=O)NC2=NCN(C=C2C)CC)C=C1 (N4 -acetyl-N1 -(1-ethyl-1,2-dihydro-5-methyl-4-pyrimidinyl)-sulfanilamide). Solvent: N1=CC=CC=C1 (pyridine). Yields the product C(C)(=O)NC1=CC=C(S(=O)(=O)NC2=NC(N(C=C2C)CC)=O)C=C1 (N4 -acetyl-N1 -(1-ethyl-1,2-dihydro-5-methyl-2-oxo-4-pyrimidinyl) sulfanilamide). RXN SMILES: [CH2:1]([N:3]1[CH:10]=[C:9]([CH3:11])[C:7]([NH2:8])=[N:6][C:4]1=[O:5])[CH3:2].[C:12]([NH:15][C:16]1[CH:25]=[CH:24][C:19]([S:20](Cl)(=[O:22])=[O:21])=[CH:18][CH:17]=1)(=[O:14])[CH3:13].C(NC1C=CC(S(NC2C(C)=CN(CC)CN=2)(=O)=O)=CC=1)(=O)C>N1C=CC=CC=1>[C:12]([NH:15][C:16]1[CH:25]=[CH:24][C:19]([S:20]([NH:8][C:7]2[C:9]([CH3:11])=[CH:10][N:3]([CH2:1][CH3:2])[C:4](=[O:5])[N:6]=2)(=[O:22])=[O:21])=[CH:18][CH:17]=1)(=[O:14])[CH3:13]. Procedure: A mixture of 1.53 g. of 1-ethyl-5-methylcytosine, 2.34 g. of N-acetylsulfanilyl chloride and 10 ml. of pyridine was stirred overnight, diluted with 100 ml. of cold water, filtered with a little Hyflo to remove turbidity and acidified by addition of 19 ml. of 6N hydrochloric acid. The product was allowed to crystallize for several hours at room temperature before filtering, washing with water, and drying in a vacuum desiccator over potassium hydroxide to obtain 1.78 g. of N4 -acetyl-N1 -(1-ethyl-...